From a dataset of the Open Reaction Database (ORD), a public repository of structured organic reaction records. describe an organic reaction: reactants, conditions, products, and yield The reactants are COC=CC(C)=O (4-methoxy-3-buten-2-one), ClC=1C=C(CN)C=CC1 (3-chlorobenzylamine). Product: ClC=1C=C(C=CC1)CNC=CC(C)=O (4-[(3-chlorophenyl)methylamino]but-3-en-2-one). As a reaction SMILES: CO[CH:3]=[CH:4][C:5](=[O:7])[CH3:6].[Cl:8][C:9]1[CH:10]=[C:11]([CH:14]=[CH:15][CH:16]=1)[CH2:12][NH2:13]>>[Cl:8][C:9]1[CH:10]=[C:11]([CH2:12][NH:13][CH:3]=[CH:4][C:5](=[O:7])[CH3:6])[CH:14]=[CH:15][CH:16]=1. Procedure details: The title compound 64 is prepared according to the procedure reported in step A of Example 18 with 4-methoxy-3-buten-2-one (0.1 g, 1 mmol) and 3-chlorobenzylamine (0.138 g, 1 mmol) as reactants. Yellow oil. (Yield 0.21 g, 100%).